Dataset: the Open Reaction Database (ORD), a public repository of structured organic reaction records. Task: describe an organic reaction: reactants, conditions, products, and yield Reactants: C(C)OC(C(=O)C=1SC(=CC1Br)Br)=O ((3,5-Dibromothiophen-2-yl)-oxo-acetic acid ethyl ester), Cl (HCl). Solvent: CC(=O)C (acetone). The product is BrC1=C(SC(=C1)Br)C(C(=O)O)=O ((3,5-dibromothiophen-2-yl)-oxo-acetic acid). The yield is 99.2%. As a reaction SMILES: C([O:3][C:4](=[O:14])[C:5]([C:7]1[S:8][C:9]([Br:13])=[CH:10][C:11]=1[Br:12])=[O:6])C.Cl>CC(C)=O>[Br:12][C:11]1[CH:10]=[C:9]([Br:13])[S:8][C:7]=1[C:5](=[O:6])[C:4]([OH:14])=[O:3]. Procedure details: (3,5-Dibromothiophen-2-yl)-oxo-acetic acid ethyl ester (513 mg, 1.50 mmol) was dissolved in 25 ml acetone and treated with 15 ml 8 N HCl at reflux for a total of 4 hours. The reaction mixture was concentrated in vacuo, poured into 50 ml water, and extracted into 100 ml of dichloromethane. The organic layer was dried over Na2SO4 and concentrated in vacuo to yield (3,5-dibromothiophen-2-yl)-oxo-acetic acid (467 mg, 99%). MS (M+H)+: 314.84; 1H NMR (300 MHz, DMSO-d6) δ7.64 (1H, s).